From a dataset of the Open Reaction Database (ORD), a public repository of structured organic reaction records. describe an organic reaction: reactants, conditions, products, and yield Starting materials: CN1[C@@H]2CC[C@H]3[C@@H]4CCC([C@@]4(C)CC[C@@H]3[C@]2(CCC1=O)C)C=NO (4-Methyl-3-oxo-5α-4-azaandrostan-17-carboxaldehyde oxime), C(C)O (ethanol), C(C)(=O)O (acetic acid), [H][H] (hydrogen). The reagents and catalysts are O=[Pt]=O (PtO2). Run in O (water). The product is NCC1[C@]2(C)[C@@H](CC1)[C@@H]1CC[C@H]3N(C(CC[C@]3(C)[C@H]1CC2)=O)C (17-Aminomethyl-4-methyl-5α-4-azaandrostan-3-one). Reaction SMILES: [CH3:1][N:2]1[C:19](=[O:20])[CH2:18][CH2:17][C@@:16]2([CH3:21])[C@H:3]1[CH2:4][CH2:5][C@@H:6]1[C@@H:15]2[CH2:14][CH2:13][C@@:11]2([CH3:12])[C@H:7]1[CH2:8][CH2:9][CH:10]2[CH:22]=[N:23]O.C(O)C.C(O)(=O)C.[H][H]>O=[Pt]=O.O>[NH2:23][CH2:22][CH:10]1[CH2:9][CH2:8][C@H:7]2[C@H:6]3[C@H:15]([CH2:14][CH2:13][C@:11]12[CH3:12])[C@:16]1([CH3:21])[C@H:3]([N:2]([CH3:1])[C:19](=[O:20])[CH2:18][CH2:17]1)[CH2:4][CH2:5]3. Procedure: A mixture of (46) (0.67 g, 2.0 mM), ethanol (100 mL), glacial acetic acid (8 mL) and water (4 mL) was reduced in a hydrogen atmosphere (40 p.s.i.) at room temperature in the presence of PtO2 until TLC analysis indicated complete reduction. The filtered reaction mixture was concentrated in vacuo, the residue taken up in chloroform, and the chloroform solution washed with fresh dilute sodium hydrogen carbonate solution and dried (Na2SO4). Concentration of the filtered chloroform solution followed ... The reactants are ClC1=NC=CC=C1OC1=C(C=C(C=C1)Cl)[N+](=O)[O-] (2-chloro-3-(2-nitro-4-chlorophenoxy)-pyridine), ClC1=NC=CC=C1O (2-chloro-3-hydroxypyridine), ClC1=C(C=C(C=C1)Cl)[N+](=O)[O-] (2,5-dichloronitrobenzene), solid, [OH-].[K+] (potassium hydroxide). The reagents and catalysts are [Ni] (Raney nickel). Run in O1CCOCC1 (dioxane), O (water), O (water). The product is ( 400 ), ClC1=NC=CC=C1OC1=C(C=C(C=C1)Cl)N (2-chloro-3-(2'-amino-4'-chlorophenoxy)-pyridine). Yield: 65.1%. RXN SMILES: ClC1C(O)=CC=CN=1.ClC1C=CC(Cl)=CC=1[N+]([O-])=O.[OH-].[K+].[Cl:22][C:23]1[C:28]([O:29][C:30]2[CH:35]=[CH:34][C:33]([Cl:36])=[CH:32][C:31]=2[N+:37]([O-])=O)=[CH:27][CH:26]=[CH:25][N:24]=1>O.O1CCOCC1.[Ni]>[Cl:22][C:23]1[C:28]([O:29][C:30]2[CH:35]=[CH:34][C:33]([Cl:36])=[CH:32][C:31]=2[NH2:37])=[CH:27][CH:26]=[CH:25][N:24]=1 |f:2.3|. Reported procedure: The starting 2-chloro-3-(2'-amino-4'-chlorophenoxy)-pyridine of the formula (400) is prepared as follows: With stirring, a mixture of 25.9 g (0.2 mole) of 2-chloro-3-hydroxypyridine and 38.4 g (0.2 mole) of 2,5-dichloronitrobenzene is heated to 120°-125° C. and to this mixture is added a solution of 13.17 g of solid 85% potassium hydroxide in 10 ml of water in the course of 2 hours. The hot suspension is mixed in a mixer with 300 ml of water. The crystalline precipitate is collected by filtratio...